Dataset: the Open Reaction Database (ORD), a public repository of structured organic reaction records. Task: describe an organic reaction: reactants, conditions, products, and yield Reactants: C1(=CC=CC=C1)P(C1=CC=CC=C1)C1=CC=CC=C1 (triphenylphosphine), ClC[Si](Cl)(C)C ((chloromethyl)dimethylchlorosilane), Cl[SiH](Cl)Cl (trichlorosilane). Yields the product Cl[Si](C[Si](C)(C)Cl)(Cl)Cl (1,1,1,3-tetrachloro-3-methyl-1,3-disilabutane), Cl[SiH](C[Si](C)(C)Cl)Cl (1,1,3-trichloro-3-methyl-1,3-disilabutane). Yield: 8.0%. As a reaction SMILES: C1(P(C2C=CC=CC=2)C2C=CC=CC=2)C=CC=CC=1.Cl[CH2:21][Si:22]([CH3:25])([CH3:24])[Cl:23].[Cl:26][SiH:27]([Cl:29])[Cl:28]>>[Cl:26][Si:27]([Cl:29])([Cl:28])[CH2:21][Si:22]([Cl:23])([CH3:25])[CH3:24].[Cl:26][SiH:27]([Cl:28])[CH2:21][Si:22]([Cl:23])([CH3:25])[CH3:24]. Procedure: In the same apparatus and procedure as Example 1 above, 1.0 g (3.8 mmol) of triphenylphosphine, 6.21 g (38.0 mmol) of (chloromethyl)dimethylchlorosilane, and 27.5 g (190.0 mmol) of trichlorosilane were reacted at 150° C. for 12 hrs. The resulting mixture was distilled to give 5.8 g of 1,1,1,3-tetrachloro-3-methyl-1,3-disilabutane (bp; 169-170° C., yield; 58%) and 1.2 g of 1,1,3-trichloro-3-methyl-1,3-disilabutane (bp; 153-155° C., yield; 8%). Reactants: C(C)(=O)NC1=CC(=NN1C1=C(C=C(C(=C1)SCC(F)(F)F)C)F)OCC(C(F)(F)F)(F)F (5-acetylamino-1-{2-fluoro-4-methyl-5-(2,2,2-trifluoroethylthio)phenyl}-3-(2,2,3,3,3-pentafluoropropoxy)pyrazole), ClC1=CC(=CC=C1)C(=O)OO (m-chloroperbenzoic acid). The solvent is C(Cl)(Cl)Cl (chloroform). Run at time 30 minute. Yields the product C(C)(=O)NC1=CC(=NN1C1=C(C=C(C(=C1)S(=O)CC(F)(F)F)C)F)OCC(C(F)(F)F)(F)F (5-acetylamino-1-{2-fluoro-4-methyl-5-(2,2,2-trifluoroethylsulfinyl)phenyl}-3-(2,2,3,3,3-pentafluoropropoxy)pyrazole). Isolated yield 96.9%. RXN SMILES: [C:1]([NH:4][C:5]1[N:9]([C:10]2[CH:15]=[C:14]([S:16][CH2:17][C:18]([F:21])([F:20])[F:19])[C:13]([CH3:22])=[CH:12][C:11]=2[F:23])[N:8]=[C:7]([O:24][CH2:25][C:26]([F:32])([F:31])[C:27]([F:30])([F:29])[F:28])[CH:6]=1)(=[O:3])[CH3:2].ClC1C=CC=C(C(OO)=[O:41])C=1>C(Cl)(Cl)Cl>[C:1]([NH:4][C:5]1[N:9]([C:10]2[CH:15]=[C:14]([S:16]([CH2:17][C:18]([F:20])([F:21])[F:19])=[O:41])[C:13]([CH3:22])=[CH:12][C:11]=2[F:23])[N:8]=[C:7]([O:24][CH2:25][C:26]([F:32])([F:31])[C:27]([F:29])([F:30])[F:28])[CH:6]=1)(=[O:3])[CH3:2]. Procedure details: 0.2 g of 5-acetylamino-1-{2-fluoro-4-methyl-5-(2,2,2-trifluoroethylthio)phenyl}-3-(2,2,3,3,3-pentafluoropropoxy)pyrazole was dissolved in 10 mL of chloroform, and 0.1g of m-chloroperbenzoic acid (purity: 75%) was added under cooling with ice. After stirring for 30 minutes under cooling with ice, the solution was washed with an aqueous sodium thiosulfate solution and then washed with an aqueous potassium carbonate solution, and then dried over anhydrous magnesium sulfate. Then, the solvent was di... Yield: 60.9%. Reported procedure: 3,5-Dimethoxyaniline (1.0 g) is suspended in a mixture of hydrochloric acid (3 ml), acetic acid (2 ml) and water (5 ml), and thereto is added dropwise a solution of sodium nitrite (473 mg) in water (5 ml) under ice-cooling over a period of 15 minutes. Ten minutes thereafter, to the mixture is added a solution of potassium iodide (1.62 g) in water (5 ml), and the mixture is warmed to 80° C., and stirred for one hour. The reaction mixture is extracted with diethyl ether, and the extract is washed ... Reaction SMILES: [CH3:1][O:2][C:3]1[CH:4]=[C:5]([CH:7]=[C:8]([O:10][CH3:11])[CH:9]=1)N.C(O)(=O)C.N([O-])=O.[Na+].[I-:20].[K+]>Cl.O>[CH3:1][O:2][C:3]1[CH:4]=[C:5]([I:20])[CH:7]=[C:8]([O:10][CH3:11])[CH:9]=1 |f:2.3,4.5|. The solvent is O (water), O (water), Cl (hydrochloric acid), O (water). Yields the product COC=1C=C(C=C(C1)OC)I (3,5-dimethoxyiodobenzene). Reaction conditions: temperature 80 celsius, time 1 hour. Reactants: N(=O)[O-].[Na+] (sodium nitrite), [I-].[K+] (potassium iodide), COC=1C=C(N)C=C(C1)OC (3,5-Dimethoxyaniline), C(C)(=O)O (acetic acid).